From a dataset of the Open Reaction Database (ORD), a public repository of structured organic reaction records. describe an organic reaction: reactants, conditions, products, and yield As a reaction SMILES: S1C2C=CC=CC=2N=C1N(COCC[Si](C)(C)C)C(C1C=CC=C2C=1CN(C1SC(C3C=CC(CO)=CC=3)=C(C(OCC)=O)N=1)CC2)=O.OCC1C=CC(B(O)O)=CC=1.Br[C:61]1[C:62]([C:66]#[N:67])=[CH:63][S:64][CH:65]=1.CC1(C)C(C)(C)OB([C:76]2[CH:81]=[CH:80][C:79]([OH:82])=[CH:78][CH:77]=2)O1>>[OH:82][C:79]1[CH:80]=[CH:81][C:76]([C:61]2[C:62]([C:66]#[N:67])=[CH:63][S:64][CH:65]=2)=[CH:77][CH:78]=1. Procedure details: Compound 51A was prepared in a similar manner to the synthesis of compound 34D by substituting compound 34C and 4-(hydroxymethyl)phenylboronic acid with 4-bromothiophene-3-carbonitrile and 4-(4,4,5,5-tetramethyl-1,3,2-dioxaborolan-2-yl)phenol, respectively: 1H NMR (DMSO-d6): δ 9.68 (s, 1H), 8.62 (d, J=3.38 Hz, 1H), 7.73 (d, J=3.07 Hz, 1H), 7.44 (d, J=8.59 Hz, 2H), 6.86 (d, J=8.59 Hz, 2H). MS (ESI(+)): m/z 200 (M−H). Reactants: S1C(=NC2=C1C=CC=C2)N(C(=O)C=2C=CC=C1CCN(CC21)C=2SC(=C(N2)C(=O)OCC)C2=CC=C(C=C2)CO)COCC[Si](C)(C)C (ethyl 2-(8-(benzo[d]thiazol-2-yl((2-(trimethylsilyl)ethoxy)methyl)carbamoyl)-3,4-dihydroisoquinolin-2(1H)-yl)-5-(4-(hydroxymethyl)phenyl)thiazole-4-carboxylate), CC1(OB(OC1(C)C)C1=CC=C(C=C1)O)C (4-(4,4,5,5-tetramethyl-1,3,2-dioxaborolan-2-yl)phenol), OCC1=CC=C(C=C1)B(O)O (4-(hydroxymethyl)phenylboronic acid), BrC=1C(=CSC1)C#N (4-bromothiophene-3-carbonitrile). Product: OC1=CC=C(C=C1)C=1C(=CSC1)C#N (4-(4-hydroxyphenyl)thiophene-3-carbonitrile).